This data is from the Open Reaction Database (ORD), a public repository of structured organic reaction records. The task is: describe an organic reaction: reactants, conditions, products, and yield Reactants: COc1ccc(Br)c(OC)c1C(=O)O, ClC(Cl)Cl, O=S(=O)(Cl)Cl. The product is COc1c(Cl)cc(Br)c(OC)c1C(=O)O. Reaction SMILES: [Br:6][c:7]1[c:8]([O:18][CH3:19])[c:9]([C:10](=[O:11])[OH:12])[c:13]([O:16][CH3:17])[cH:14][cH:15]1.[CH:20]([Cl:21])([Cl:22])[Cl:23].[S:1]([Cl:2])(=[O:3])([Cl:4])=[O:5]>>[Cl:4][c:14]1[c:13]([O:16][CH3:17])[c:9]([C:10](=[O:11])[OH:12])[c:8]([O:18][CH3:19])[c:7]([Br:6])[cH:15]1. Starting materials: COC(=O)[C@H]1CN[C@@H]2CC=3C4=C(C2=C1)C=CC=C4NC3 ((6aR,9R)-4,6,6a,7,8,9-hexahydro-indolo[4,3-fg]quinoline-9-carboxylic acid methyl ester), C1(=CC=CC=C1)N=C=O (phenylisocyanate). Solvent: ClCCl (dichloromethane), CO.C(Cl)Cl (methanol DCM). Yields the product COC(=O)[C@H]1CN([C@@H]2CC=3C4=C(C2=C1)C=CC=C4NC3)C(NC3=CC=CC=C3)=O ((6aR,9R)-7-Phenylcarbamoyl-4,6,6a,7,8,9-hexahydro-indolo[4,3-fg]quinoline-9-carboxylic acid methyl ester). As a reaction SMILES: [CH3:1][O:2][C:3]([C@@H:5]1[CH:14]=[C:13]2[C@@H:8]([CH2:9][C:10]3[C:11]4[C:18]([NH:19][CH:20]=3)=[CH:17][CH:16]=[CH:15][C:12]=42)[NH:7][CH2:6]1)=[O:4].[C:21]1([N:27]=[C:28]=[O:29])[CH:26]=[CH:25][CH:24]=[CH:23][CH:22]=1>ClCCl.CO.C(Cl)Cl>[CH3:1][O:2][C:3]([C@@H:5]1[CH:14]=[C:13]2[C@@H:8]([CH2:9][C:10]3[C:11]4[C:18]([NH:19][CH:20]=3)=[CH:17][CH:16]=[CH:15][C:12]=42)[N:7]([C:28](=[O:29])[NH:27][C:21]2[CH:26]=[CH:25][CH:24]=[CH:23][CH:22]=2)[CH2:6]1)=[O:4] |f:3.4|. Procedure: To a 100 ml round-bottom flask containing a solution of (6aR,9R)-4,6,6a,7,8,9-hexahydro-indolo[4,3-fg]quinoline-9-carboxylic acid methyl ester (0.89, 2.98 mmol) in dichloromethane (20 ml) is added phenylisocyanate (0.45 ml, 4.5 mmol, 1.5 eq.). The reaction mixture is stirred at room temperature for 16 hours by which time TLC in 10% methanol/DCM showed conversion of starting material to give product as a mixture of diastereomers. The volatiles are concentrated in vacuo and purified directly using... Reactants: O1N=C(C=C1)C(=O)O (3-isoxazolecarboxylic acid), Cl.CNOC (N,O-dimethylhydroxylamine hydrochloride), CN1CCOCC1 (N-methylmorpholine), Cl.C(C)N(CCCN=C=NCC)CC (1-(3-diethylaminopropyl)-3-ethylcarbodiimide hydrochloride). Reagents/catalysts: CN(C1=CC=NC=C1)C (4-dimethylaminopyridine). Run in ClCCl (dichloromethane). Conditions: time 8 hour. Product: CON(C(=O)C1=NOC=C1)C (N-Methoxy-N-methyl-3-isoxazolecarboxamide). Isolated yield 63.8%. As a reaction SMILES: [O:1]1[CH:5]=[CH:4][C:3]([C:6]([OH:8])=O)=[N:2]1.Cl.[CH3:10][NH:11][O:12][CH3:13].CN1CCOCC1.Cl.C(N(CC)CCCN=C=NCC)C>CN(C)C1C=CN=CC=1.ClCCl>[CH3:13][O:12][N:11]([CH3:10])[C:6]([C:3]1[CH:4]=[CH:5][O:1][N:2]=1)=[O:8] |f:1.2,4.5|. Procedure: A mixture of 3-isoxazolecarboxylic acid (4.2 g), 4-dimethylaminopyridine (5.1 g), N,O-dimethylhydroxylamine hydrochloride (4.0 g), N-methylmorpholine (4.2 g) and 1-(3-diethylaminopropyl)-3-ethylcarbodiimide hydrochloride (7.5 g) in dichloromethane (175 ml) were stirred at ambient temperature overnight. The reaction mixture was then washed with 2N hydrochloric acid (100 ml), saturated sodium bicarbonate (100 ml), brine, dried over magnesium sulphate and evaporated to give the product as a dark or... Reactants: C(C=O)(=O)[O-] (glyoxylate), N (ammonia), O1CCOCC1 (dioxane), C(C)OP(=O)(OCC)ON1N=NC2=C(C1=O)C=CC=C2 (3-(diethoxyphosphoryloxy)-1,2,3-benzotriazin-4(3H)-one), C(C)(C)N(CC)C(C)C (diisopropylethylamine). The solvent is CCOC(=O)C (EtOAc), C([O-])([O-])=O.[Na+].[Na+] (sodium carbonate), CN(C)C=O (DMF). The product is O=C(C(=O)N)C1=CNC2=C1C=NC=C2 (2-OXO-2-(1H-PYRROLO[3,2-C]PYRIDIN-3-YL)-ACETAMIDE). As a reaction SMILES: [C:1]([O-:5])(=O)[CH:2]=[O:3].N.O1CCOCC1.C(OP(O[N:22]1[C:27](=O)[C:26]2[CH:29]=[CH:30][CH:31]=[CH:32][C:25]=2[N:24]=N1)(OCC)=O)C.C([N:36](C(C)C)CC)(C)C>CN(C=O)C.CCOC(C)=O.C(=O)([O-])[O-].[Na+].[Na+]>[O:3]=[C:2]([C:29]1[C:26]2[CH:27]=[N:22][CH:31]=[CH:32][C:25]=2[NH:24][CH:30]=1)[C:1]([NH2:36])=[O:5] |f:7.8.9|. Reported procedure: A mixture of methyl oxo-(1H-pyrrolo[3,2-c]-pyridin-3-yl)acetate (1 eq.) and K2CO3 (2 eq.) in methanol is stirred at room temperature for 8 h and filtered. The filtercake is air-dried to give potassium 5-azaindole 3-glyoxylate. A mixture of this glyoxylate salt, ammonia (solution in dioxane (5 eq.), 3-(diethoxyphosphoryloxy)-1,2,3-benzotriazin-4(3H)-one (DEPBT) (1 eq.) and diisopropylethylamine (DIEA) in DMF is stirred for 8 h, diluted with EtOAc and aqueous sodium carbonate. The organic phase is... Starting materials: ClC1=C(C=O)C(=CC=C1)Cl (2,6-dichlorobenzaldehyde), [OH-].[Na+] (sodium hydroxide), I.NNC(=N)NCC1=NC=CN=C1 (1-Amino-3-(pyrazinylmethyl)guanidine hydriodide), C(C)O (ethanol). Run in C(C)(=O)O (acetic acid). Product: ClC1=C(C=NNC(=N)NCC2=NC=CN=C2)C(=CC=C1)Cl (1-(2,6-Dichlorobenzylideneamino)-3-(pyrazinylmethyl)guanidine). As a reaction SMILES: [Cl:1][C:2]1[CH:9]=[CH:8][CH:7]=[C:6]([Cl:10])[C:3]=1[CH:4]=O.I.[NH2:12][NH:13][C:14]([NH:16][CH2:17][C:18]1[CH:23]=[N:22][CH:21]=[CH:20][N:19]=1)=[NH:15].C(O)C.[OH-].[Na+]>C(O)(=O)C>[Cl:1][C:2]1[CH:9]=[CH:8][CH:7]=[C:6]([Cl:10])[C:3]=1[CH:4]=[N:12][NH:13][C:14]([NH:16][CH2:17][C:18]1[CH:23]=[N:22][CH:21]=[CH:20][N:19]=1)=[NH:15] |f:1.2,4.5|. Procedure details: A solution of 2.83 g. of 2,6-dichlorobenzaldehyde and 1-amino-3-(pyrazinylmethyl)guanidine hydriodide from Example 10 in 50 ml. of absolute ethanol and 5.0 ml. of glacial acetic acid is heated at reflux for 4 hours. The cooled solution is made basic by addition of 10N sodium hydroxide and extracted with ether. The ether extract is evaporated to give a residual orange gum which is crystallized from absolute ethanol to give the desired product as colorless crystals, m.p. 168°-169° C. The reactants are C([O-])([O-])=O.[K+].[K+] (potassium carbonate), BrCCCl (1-bromo-2-chloroethane), C1(CC1)NC(C1=CC(=C(C(=C1)N1C(C(=NC=C1)NC(C)(C)C1=C(C=CC=C1)O)=O)C)F)=O (N-cyclopropyl-3-fluoro-5-[3-[[1-(2-hydroxyphenyl)-1-methylethyl]amino]-2-oxo-1(2H)-pyrazinyl]-4-methyl-benzamide). The solvent is C(C)#N (acetonitrile). Reaction conditions: temperature 83 celsius, time 10 hour. Product: ClCCOC1=C(C=CC=C1)C(C)(C)NC=1C(N(C=CN1)C=1C=C(C(=O)NC2CC2)C=C(C1C)F)=O (3-[3-[[1-[2-(2-Chloroethoxy)phenyl]-1-methylethyl]amino]-2-oxo-1(2H)-pyrazinyl]-N-cyclopropyl-5-fluoro-4-methyl-benzamide). Reaction SMILES: [CH:1]1([NH:4][C:5](=[O:32])[C:6]2[CH:11]=[C:10]([N:12]3[CH:17]=[CH:16][N:15]=[C:14]([NH:18][C:19]([C:22]4[CH:27]=[CH:26][CH:25]=[CH:24][C:23]=4[OH:28])([CH3:21])[CH3:20])[C:13]3=[O:29])[C:9]([CH3:30])=[C:8]([F:31])[CH:7]=2)[CH2:3][CH2:2]1.C(=O)([O-])[O-].[K+].[K+].Br[CH2:40][CH2:41][Cl:42]>C(#N)C>[Cl:42][CH2:41][CH2:40][O:28][C:23]1[CH:24]=[CH:25][CH:26]=[CH:27][C:22]=1[C:19]([NH:18][C:14]1[C:13](=[O:29])[N:12]([C:10]2[CH:11]=[C:6]([CH:7]=[C:8]([F:31])[C:9]=2[CH3:30])[C:5]([NH:4][CH:1]2[CH2:2][CH2:3]2)=[O:32])[CH:17]=[CH:16][N:15]=1)([CH3:20])[CH3:21] |f:1.2.3|. Procedure details: A solution of N-cyclopropyl-3-fluoro-5-[3-[[1-(2-hydroxyphenyl)-1-methylethyl]amino]-2-oxo-1(2H)-pyrazinyl]-4-methyl-benzamide (Example 252j, 7.08 g) dissolved in acetonitrile (150 mL) was treated with potassium carbonate (22.42 g) and 1-bromo-2-chloroethane (13.50 mL) under nitrogen. The resulting suspension was stirred at 83° C. for 10 h. The reaction mixture was evaporated to dryness, diluted with water (300 mL), and extracted with dichloromethane. The organic layer was dried (MgSO4) and evap... Reactants: C1CCOC1, CCC(O)CC, N#Cc1ccc(O)c(Cl)c1, CC(C)OC(=O)N=NC(=O)OC(C)C. Yields the product CCC(CC)Oc1ccc(C#N)cc1Cl. Reaction SMILES: [CH2:31]1[O:32][CH2:33][CH2:34][CH2:35]1.[CH3:1][CH2:2][CH:3]([CH2:4][CH3:5])[OH:6].[Cl:7][c:8]1[cH:9][c:10]([C:11]#[N:12])[cH:13][cH:14][c:15]1[OH:16].[O:17]=[C:18]([O:19][CH:20]([CH3:21])[CH3:22])[N:23]=[N:24][C:25]([O:26][CH:27]([CH3:28])[CH3:29])=[O:30]>>[CH3:1][CH2:2][CH:3]([CH2:4][CH3:5])[O:16][c:15]1[c:8]([Cl:7])[cH:9][c:10]([C:11]#[N:12])[cH:13][cH:14]1. Reactants: [OH-].[Na+] (sodium hydroxide), CN1C(C(=NC=2C(=NC=NC12)N1CCC(CC1)N1C(NC2=C1C=CC=C2)=O)OC)=O (8-methyl-6-(methyloxy)-4-[4-(2-oxo-2,3-dihydro-1H-benzimidazol-1-yl)piperidin-1-yl]pteridin-7(8H)-one), Cl (hydrochloric acid). Solvent: CO (Methanol). Reaction conditions: temperature 80 celsius, time 12 hour. Product: CN1C2=NC=NC(=C2N=C1C(=O)O)N1CCC(CC1)N1C(NC2=C1C=CC=C2)=O (9-Methyl-6-[4-(2-oxo-2,3-dihydro-1H-benzimidazol-1-yl)piperidin-1-yl]-9H-purine-8-carboxylic acid). Yield: 589.5%. As a reaction SMILES: [OH-:1].[Na+].[CH3:3][N:4]1[C:13]2[N:12]=[CH:11][N:10]=[C:9]([N:14]3[CH2:19][CH2:18][CH:17]([N:20]4[C:24]5[CH:25]=[CH:26][CH:27]=[CH:28][C:23]=5[NH:22][C:21]4=[O:29])[CH2:16][CH2:15]3)[C:8]=2[N:7]=[C:6](OC)[C:5]1=[O:32].Cl>CO>[CH3:3][N:4]1[C:6]([C:5]([OH:32])=[O:1])=[N:7][C:8]2[C:13]1=[N:12][CH:11]=[N:10][C:9]=2[N:14]1[CH2:15][CH2:16][CH:17]([N:20]2[C:24]3[CH:25]=[CH:26][CH:27]=[CH:28][C:23]=3[NH:22][C:21]2=[O:29])[CH2:18][CH2:19]1 |f:0.1|. Procedure: Methanol (25 mL) and aqueous 2M sodium hydroxide solution (25.4 mmol, 12.7 mL, 10 equiv) were added to 8-methyl-6-(methyloxy)-4-[4-(2-oxo-2,3-dihydro-1H-benzimidazol-1-yl)piperidin-1-yl]pteridin-7(8H)-one (1.00 g, 2.54 mmol, 1 equiv) in a 100 mL single-necked round bottomed flask fitted with a Teflon stirrer. The resulting stirred slurry was then heated to 80° C. and the reaction was monitored by LC/MS. The reaction mixture gradually became clear and homogenous. LC/MS indicated that the reaction...